The task is: describe an organic reaction: reactants, conditions, products, and yield. This data is from the Open Reaction Database (ORD), a public repository of structured organic reaction records. Starting materials: [Br-], C[Mg+], C1CCOC1, O=Cc1ccncc1. Product: CC(O)c1ccncc1. RXN SMILES: [Br-:9].[CH3:10][Mg+:11].[O:12]1[CH2:13][CH2:14][CH2:15][CH2:16]1.[n:1]1[cH:2][cH:3][c:4]([CH:7]=[O:8])[cH:5][cH:6]1>>[n:1]1[cH:2][cH:3][c:4]([CH:7]([OH:8])[CH3:10])[cH:5][cH:6]1. Reactants: [BH4-].[Na+] (sodium borohydride), C(C1=CC=CC=C1)OC1=CC=C(C=C1)C(C(F)(F)F)=O (4′-benzyloxy-2,2,2-trifluoroacetophenone). Run in O (water), C(C)O (ethanol). The product is C(C1=CC=CC=C1)OC1=CC=C(C=C1)C(C(F)(F)F)O (1-benzyloxy-4-(1-hydroxy-2,2,2-trifluoroethyl)benzene). RXN SMILES: [BH4-].[Na+].[CH2:3]([O:10][C:11]1[CH:16]=[CH:15][C:14]([C:17](=[O:22])[C:18]([F:21])([F:20])[F:19])=[CH:13][CH:12]=1)[C:4]1[CH:9]=[CH:8][CH:7]=[CH:6][CH:5]=1>O.C(O)C>[CH2:3]([O:10][C:11]1[CH:16]=[CH:15][C:14]([CH:17]([OH:22])[C:18]([F:19])([F:20])[F:21])=[CH:13][CH:12]=1)[C:4]1[CH:5]=[CH:6][CH:7]=[CH:8][CH:9]=1 |f:0.1|. Procedure details: At 20° C., a solution of 15.7 g of sodium borohydride in 100 ml of water was added dropwise with cooling to a solution of 72.5 g of 4′-benzyloxy-2,2,2-trifluoroacetophenone in 900 ml of ethanol. The mixture was stirred under reflux for 3 hours and then concentrated, the residue was taken up in diethyl ether and water and made slightly acidic using dilute hydrochloric acid, and the organic phase was dried and concentrated to give the title product as a colourless oil.